From a dataset of the Open Reaction Database (ORD), a public repository of structured organic reaction records. describe an organic reaction: reactants, conditions, products, and yield Reactants: BPO4, C1(O)=CC=C(O)C=C1 (hydroquinone), C1(O)=CC=C(O)C=C1 (hydroquinone), COC (dimethylether). The product is CC1=C(O)C=CC(=C1)O (methyl hydroquinone). Isolated yield 45.0%. Reaction SMILES: [C:1]1([CH:8]=[CH:7][C:5]([OH:6])=[CH:4][CH:3]=1)[OH:2].[CH3:9]OC>>[CH3:9][C:3]1[CH:4]=[C:5]([OH:6])[CH:7]=[CH:8][C:1]=1[OH:2]. Procedure details: In the same microreactor with the previous procedures there are charged 8.0 g amorphous BPO4 calcined at 170° C., 8.0 g hydroquinone and 7.9 g dimethylether, at a weight ratio 1/1/1. The hydroquinone conversion is 52% by moles, the yield to methyl hydroquinone 45% by moles and the selectivity to methyl hydroquinone 87% by moles. The gas-chromatographic analysis of the products gave the following result: The reactants are FS(=O)(=O)OC (methyl fluorosulfonate), C(N)(=O)[C@H]1N(C[C@H](C1)SCC1=CC=C(C=C1)OC)CCF ((2S, 4S)-2-carbamoyl-4-(4-methoxybenzylthio)-1-(2-fluoroethyl)-pyrrolidine). Solvent: C(Cl)Cl (methylene chloride). Reaction conditions: time 30 minute. Product: FS(=O)(=O)[O-].C(N)(=O)[C@H]1[N+](C[C@H](C1)SCC1=CC=C(C=C1)OC)(C)CCF ((2S, 4S)-2-Carbamoyl-4-(4-methoxybenzylthio)-1-(2-fluoroethyl)-1-methylpyrrolidinium fluorosulfonate). Reaction SMILES: [F:1][S:2]([O:5][CH3:6])(=[O:4])=[O:3].[C:7]([C@@H:10]1[CH2:14][C@H:13]([S:15][CH2:16][C:17]2[CH:22]=[CH:21][C:20]([O:23][CH3:24])=[CH:19][CH:18]=2)[CH2:12][N:11]1[CH2:25][CH2:26][F:27])(=[O:9])[NH2:8]>C(Cl)Cl>[F:1][S:2]([O-:5])(=[O:4])=[O:3].[C:7]([C@@H:10]1[CH2:14][C@H:13]([S:15][CH2:16][C:17]2[CH:22]=[CH:21][C:20]([O:23][CH3:24])=[CH:19][CH:18]=2)[CH2:12][N+:11]1([CH2:25][CH2:26][F:27])[CH3:6])(=[O:9])[NH2:8] |f:3.4|. Reported procedure: 0.17 ml of methyl fluorosulfonate was added, whilst ice-cooling, to a solution of 630 mg of (2S, 4S)-2-carbamoyl-4-(4-methoxybenzylthio)-1-(2-fluoroethyl)-pyrrolidine [prepared as described in step (1) above] dissolved in 12 ml of dry methylene chloride. The mixture was stirred at the same temperature for 30 minutes and then at room temperature for 5 hours. At the end of this time, the solvent was removed by distillation under reduced pressure, and the residue was washed repeatedly by decantatio... Starting materials: O1CCOCC1 (dioxane), C(OCC)(OCC)OCC (triethyl orthoformate), —Pyridinium p-toluenesulfonate, C[C@@H]1[C@@H]2[C@H]3CCC(C=C3CC[C@H]2[C@@H]2CCC([C@@]2(C)C1)=O)=O ((11β)-11-methylestr-4-ene-3,17-dione), Steroids, C(O)([O-])=O.[Na+] (sodium hydrogencarbonate). Solvent: N1=CC=CC=C1 (pyridine), C(C)O (ethanol). Product: C(C)OC1=CC2=CC[C@H]3[C@@H]4CCC([C@@]4(C)C[C@@H]([C@@H]3[C@H]2CC1)C)=O ((11β)-3-ethoxy-11-methylestra-3,5-dien-17-one). Reaction SMILES: [CH3:1][C@H:2]1[CH2:19][C@@:17]2([CH3:18])[C@@H:13]([CH2:14][CH2:15][C:16]2=[O:20])[C@H:12]2[C@H:3]1[C@@H:4]1[C:9]([CH2:10][CH2:11]2)=[CH:8][C:7](=[O:21])[CH2:6][CH2:5]1.O1CCO[CH2:24][CH2:23]1.C(OCC)(OCC)OCC.C(=O)([O-])O.[Na+]>C(O)C.N1C=CC=CC=1>[CH2:23]([O:21][C:7]1[CH2:6][CH2:5][C@H:4]2[C:9](=[CH:10][CH2:11][C@@H:12]3[C@@H:3]2[C@@H:2]([CH3:1])[CH2:19][C@@:17]2([CH3:18])[C@H:13]3[CH2:14][CH2:15][C:16]2=[O:20])[CH:8]=1)[CH3:24] |f:3.4|. Procedure: —Pyridinium p-toluenesulfonate (1.65 g) was added to a solution of (11β)-11-methylestr-4-ene-3,17-dione [van den Broek, A. J. et al, Steroids 30, 481 (1977); 16.86 g] in a mixture of ethanol (110 ml), dioxane (220 ml) and triethyl orthoformate (35.0 ml). After 4 h stirring at room temperature pyridine was added and the reaction mixture was poured into a saturated aqueous solution of sodium hydrogencarbonate. The product was extracted into ethyl acetate; the combined organic phases were washed wi...